This data is from the Open Reaction Database (ORD), a public repository of structured organic reaction records. The task is: describe an organic reaction: reactants, conditions, products, and yield The reactants are CC(C)(C)c1ccc(N)cc1, Clc1ncnc2c1CCN(Cc1ccccc1)C2, CCCCCC. Yields the product CC(C)(C)c1ccc(Nc2ncnc3c2CCN(Cc2ccccc2)C3)cc1. Reaction SMILES: [C:1]([CH3:2])([CH3:3])([CH3:4])[c:5]1[cH:6][cH:7][c:8]([NH2:11])[cH:9][cH:10]1.[CH2:12]([c:13]1[cH:14][cH:15][cH:16][cH:17][cH:18]1)[N:19]1[CH2:20][c:21]2[n:22][cH:23][n:24][c:25]([Cl:29])[c:26]2[CH2:27][CH2:28]1.[CH3:30][CH2:31][CH2:32][CH2:33][CH2:34][CH3:35]>>[C:1]([CH3:2])([CH3:3])([CH3:4])[c:5]1[cH:6][cH:7][c:8]([NH:11][c:25]2[n:24][cH:23][n:22][c:21]3[c:26]2[CH2:27][CH2:28][N:19]([CH2:12][c:13]2[cH:14][cH:15][cH:16][cH:17][cH:18]2)[CH2:20]3)[cH:9][cH:10]1. Reaction conditions: temperature 140 celsius. The product is C(C1=CC=CC=C1)N1C(=C(C(=C1C(F)(F)F)S(=O)(=O)C)C1=CC=C(C=C1)Cl)C(=O)N(C)CC(C)(C)C (1-Benzyl-3-(4-chlorophenyl)-N-(2,2-dimethyl-propyl)-N-methyl-4-methylsulfonyl-5-(trifluoromethyl)-1H-pyrrole-2-carboxylic acid amide). Yield: 50.0%. Reactants: C(C1=CC=CC=C1)N1C(=C(C(=C1C(F)(F)F)Br)C1=CC=C(C=C1)Cl)C(=O)N(C)CC(C)(C)C (1-Benzyl-4-bromo-3-(4-chlorophenyl)-N-(2,2-dimethylpropyl)-N-methyl-5-(trifluoromethyl)pyrrole-2-carboxamide), CNCCNC (N,N′-DIMETHYLETHYLENEDIAMINE), CS(=O)[O-].[Na+] (SODIUM METHANESULFINATE), CS(=O)C (DIMETHYL SULFOXIDE). Procedure details: 1-Benzyl-4-bromo-3-(4-chlorophenyl)-N-(2,2-dimethylpropyl)-N-methyl-5-(trifluoromethyl)pyrrole-2-carboxamide (100 mg, 0.18 mmol) followed by SODIUM METHANESULFINATE (4.0 equiv., 0.078 g, 0.74 mmol), COPPER(I) TRIFLATE BENZENE COMPLEX (0.1 equiv., 0.010 g, 0.018 mmol), DIMETHYL SULFOXIDE (0.6 mL) and N,N′-DIMETHYLETHYLENEDIAMINE (0.2 equiv., 0.003 g, 0.037 mmol) added to reactivial. Flushed with Nitrogen and heated at 140° C. for 18 hours (overnight). Black solid residue formed. Work Up: Diluted ... Run in ClCCl (Dichloromethane), O (Water). RXN SMILES: [CH2:1]([N:8]1[C:12]([C:13]([F:16])([F:15])[F:14])=[C:11](Br)[C:10]([C:18]2[CH:23]=[CH:22][C:21]([Cl:24])=[CH:20][CH:19]=2)=[C:9]1[C:25]([N:27]([CH2:29][C:30]([CH3:33])([CH3:32])[CH3:31])[CH3:28])=[O:26])[C:2]1[CH:7]=[CH:6][CH:5]=[CH:4][CH:3]=1.[CH3:34][S:35]([O-:37])=[O:36].[Na+].CS(C)=O.CNCCNC>ClCCl.O>[CH2:1]([N:8]1[C:12]([C:13]([F:16])([F:15])[F:14])=[C:11]([S:35]([CH3:34])(=[O:37])=[O:36])[C:10]([C:18]2[CH:23]=[CH:22][C:21]([Cl:24])=[CH:20][CH:19]=2)=[C:9]1[C:25]([N:27]([CH2:29][C:30]([CH3:33])([CH3:32])[CH3:31])[CH3:28])=[O:26])[C:2]1[CH:7]=[CH:6][CH:5]=[CH:4][CH:3]=1 |f:1.2|. Reactants: CCN=C=NCCCN(C)C, CCOC(C)=O, CCN(C(C)C)C(C)C, Cl, NCC(=O)N1CCN(C(=O)c2ccccc2C(F)(F)F)CC1, CN(C)C=O, O, On1nnc2ccccc21, O=C(O)c1cnc(-c2ccccc2)s1. The product is O=C(NCC(=O)N1CCN(C(=O)c2ccccc2C(F)(F)F)CC1)c1cnc(-c2ccccc2)s1. RXN SMILES: [CH3:34][CH2:35][N:36]=[C:37]=[N:38][CH2:39][CH2:40][CH2:41][N:42]([CH3:43])[CH3:44].[CH3:73][CH2:74][O:75][C:76](=[O:77])[CH3:78].[CH:1]([N:2]([CH2:3][CH3:4])[CH:5]([CH3:6])[CH3:7])([CH3:8])[CH3:9].[ClH:45].[NH2:46][CH2:47][C:48](=[O:49])[N:50]1[CH2:51][CH2:52][N:53]([C:56]([c:57]2[c:58]([C:63]([F:64])([F:65])[F:66])[cH:59][cH:60][cH:61][cH:62]2)=[O:67])[CH2:54][CH2:55]1.[O:68]=[CH:69][N:70]([CH3:71])[CH3:72].[OH2:79].[OH:24][n:25]1[c:26]2[c:27]([cH:28][cH:29][cH:30][cH:31]2)[n:32][n:33]1.[c:10]1(-[c:16]2[s:17][c:18]([C:21](=[O:22])[OH:23])[cH:19][n:20]2)[cH:11][cH:12][cH:13][cH:14][cH:15]1>>[c:10]1(-[c:16]2[s:17][c:18]([C:21](=[O:23])[NH:46][CH2:47][C:48](=[O:49])[N:50]3[CH2:51][CH2:52][N:53]([C:56]([c:57]4[c:58]([C:63]([F:64])([F:65])[F:66])[cH:59][cH:60][cH:61][cH:62]4)=[O:67])[CH2:54][CH2:55]3)[cH:19][n:20]2)[cH:11][cH:12][cH:13][cH:14][cH:15]1. Starting materials: ClC1=C(C(N(C=C1)C(C)C(C)C)=O)C=NO (4-chloro-3-((hydroxyimino)methyl)-1-(3-methylbutan-2-yl)pyridin-2(1H)-one), P(=O)(Cl)(Cl)Cl (phosphorus oxychloride), C(O)([O-])=O.[Na+] (sodium hydrogen carbonate), ice water. Solvent: C(C)#N (acetonitrile). Conditions: temperature 90 celsius. Product: ClC1=C(C(N(C=C1)C(C)C(C)C)=O)C#N (4-chloro-1-(3-methylbutan-2-yl)-2-oxo-1,2-dihydropyridine-3-carbonitrile). Isolated yield 100.4%. As a reaction SMILES: [Cl:1][C:2]1[CH:7]=[CH:6][N:5]([CH:8]([CH:10]([CH3:12])[CH3:11])[CH3:9])[C:4](=[O:13])[C:3]=1[CH:14]=[N:15]O.P(Cl)(Cl)(Cl)=O.C(=O)([O-])O.[Na+]>C(#N)C>[Cl:1][C:2]1[CH:7]=[CH:6][N:5]([CH:8]([CH:10]([CH3:11])[CH3:12])[CH3:9])[C:4](=[O:13])[C:3]=1[C:14]#[N:15] |f:2.3|. Procedure details: To a solution of 4-chloro-3-((hydroxyimino)methyl)-1-(3-methylbutan-2-yl)pyridin-2(1H)-one obtained in Step D (328 mg) in acetonitrile (3.0 mL) was added phosphorus oxychloride (0.126 mL) at room temperature. The reaction mixture was heated at 90° C. for 30 min, and cooled to room temperature. The reaction mixture was poured into ice water, and the mixture was neutralized with saturated aqueous sodium hydrogen carbonate solution, and extracted with ethyl acetate. The extract was washed with wate... Reactants: Cc1cnc(N2CCN(C(=O)c3ccc(Br)nc3)CC2)c(C)c1, CC1CNC(=O)O1. Yields the product Cc1cnc(N2CCN(C(=O)c3ccc(N4CC(C)OC4=O)nc3)CC2)c(C)c1. Reaction SMILES: [Br:1][c:2]1[cH:3][cH:4][c:5]([C:8](=[O:9])[N:10]2[CH2:11][CH2:12][N:13]([c:16]3[n:17][cH:18][c:19]([CH3:23])[cH:20][c:21]3[CH3:22])[CH2:14][CH2:15]2)[cH:6][n:7]1.[CH3:24][CH:25]1[CH2:26][NH:27][C:28](=[O:30])[O:29]1>>[c:2]1([N:27]2[CH2:26][CH:25]([CH3:24])[O:29][C:28]2=[O:30])[cH:3][cH:4][c:5]([C:8](=[O:9])[N:10]2[CH2:11][CH2:12][N:13]([c:16]3[n:17][cH:18][c:19]([CH3:23])[cH:20][c:21]3[CH3:22])[CH2:14][CH2:15]2)[cH:6][n:7]1. Reactants: CCCCc1ncc(C=C2NC(=O)N(CC)C2=O)n1Cc1ccc(C(=O)OC)cc1, Cc1nc(CCl)cs1, Cl, [K+], [K+], O=C([O-])[O-], CN(C)C=O. The product is CCCCc1ncc(C=C2C(=O)N(CC)C(=O)N2Cc2csc(C)n2)n1Cc1ccc(C(=O)OC)cc1, Cl, Cl. Reaction SMILES: [CH2:1]([CH2:2][CH2:3][CH3:4])[c:5]1[n:6]([CH2:20][c:21]2[cH:22][cH:23][c:24]([C:25](=[O:26])[O:27][CH3:28])[cH:29][cH:30]2)[c:7]([CH:10]=[C:11]2[NH:12][C:13](=[O:19])[N:14]([CH2:17][CH3:18])[C:15]2=[O:16])[cH:8][n:9]1.[Cl:38][CH2:39][c:40]1[n:41][c:42]([CH3:45])[s:43][cH:44]1.[ClH:37].[K+:31].[K+:32].[O-:33][C:34]([O-:35])=[O:36].[O:46]=[CH:47][N:48]([CH3:49])[CH3:50]>>[CH2:1]([CH2:2][CH2:3][CH3:4])[c:5]1[n:6]([CH2:20][c:21]2[cH:22][cH:23][c:24]([C:25](=[O:26])[O:27][CH3:28])[cH:29][cH:30]2)[c:7]([CH:10]=[C:11]2[N:12]([CH2:39][c:40]3[n:41][c:42]([CH3:45])[s:43][cH:44]3)[C:13](=[O:19])[N:14]([CH2:17][CH3:18])[C:15]2=[O:16])[cH:8][n:9]1.[ClH:37].[ClH:38]. The reactants are C(=O)(O)[O-].[Na+] (NaHCO3), ClC1=C(C=NC=C1)S(=O)(=O)NC1=CC(=C(C=C1)OC)OC (4-Chloro-N-(3,4-dimethoxyphenyl)pyridine-3-sulfonamide), ClC1=C(CN)C(=CC=C1)F (2-chloro-6-fluoro-benzylamine), C(=O)([O-])[O-].[K+].[K+] (K2CO3). Run in CN(C)C=O (DMF). Product: ClC1=C(CNC2=C(C=NC=C2)S(=O)(=O)NC2=CC(=C(C=C2)OC)OC)C(=CC=C1)F (4-[(2-chloro-6-fluorobenzyl)amino]-N-(3,4-dimethoxyphenyl)pyridine-3-sulfonamide). The yield is 6.0%. RXN SMILES: Cl[C:2]1[CH:7]=[CH:6][N:5]=[CH:4][C:3]=1[S:8]([NH:11][C:12]1[CH:17]=[CH:16][C:15]([O:18][CH3:19])=[C:14]([O:20][CH3:21])[CH:13]=1)(=[O:10])=[O:9].[Cl:22][C:23]1[CH:30]=[CH:29][CH:28]=[C:27]([F:31])[C:24]=1[CH2:25][NH2:26].C([O-])([O-])=O.[K+].[K+].C([O-])(O)=O.[Na+]>CN(C=O)C>[Cl:22][C:23]1[CH:30]=[CH:29][CH:28]=[C:27]([F:31])[C:24]=1[CH2:25][NH:26][C:2]1[CH:7]=[CH:6][N:5]=[CH:4][C:3]=1[S:8]([NH:11][C:12]1[CH:17]=[CH:16][C:15]([O:18][CH3:19])=[C:14]([O:20][CH3:21])[CH:13]=1)(=[O:10])=[O:9] |f:2.3.4,5.6|. Reported procedure: A solution of 4-Chloro-N-(3,4-dimethoxyphenyl)pyridine-3-sulfonamide (IntD1) (0.5 g, 1.50 mmol), 2-chloro-6-fluoro-benzylamine (0.26 g, 1.67 mmol) and K2CO3 (0.41 g, 3.0 mmol) in DMF (10 mL) was heated at 130° C. for 4 h. The mixture was added to saturated aqueous NaHCO3 (50 mL), extracted with EtOAc (3×25 mL) and the combined organic phases dried over Na2SO4 and concentrated in vacuo. Purification by gradient column chromatography eluting with 0-45% EtOAc in hexane yielded the title compound (4... Reactants: O=C[C@H](O)[C@@H](O)[C@@H](O)CO (L-arabinose), C(C1=CC=CC=C1)N (benzylamine), ether-n-hexane, ClCCN=C=O (2-chloroethyl isocyanate). Solvent: C(=O)O (formic acid), CO (methanol), C(=O)O (formic acid), CO (methanol), O1CCCC1 (tetrahydrofuran). Reaction conditions: temperature 60 celsius, time 15 minute. Yields the product ClCCNC(=O)N(C1[C@H](O)[C@@H](O)[C@@H](O)CO1)CC1=CC=CC=C1 (1-(2-chloroethyl)-3-benzyl-3-(L-arabinopyranosyl)urea). Yield: 90.0%. Reaction SMILES: O=[CH:2][C@@H:3]([C@H:5]([C@H:7]([CH2:9][OH:10])[OH:8])[OH:6])[OH:4].[CH2:11]([NH2:18])[C:12]1[CH:17]=[CH:16][CH:15]=[CH:14][CH:13]=1.[Cl:19][CH2:20][CH2:21][N:22]=[C:23]=[O:24]>CO.O1CCCC1.C(O)=O>[Cl:19][CH2:20][CH2:21][NH:22][C:23]([N:18]([CH2:11][C:12]1[CH:17]=[CH:16][CH:15]=[CH:14][CH:13]=1)[CH:9]1[O:10][CH2:2][C@H:3]([OH:4])[C@H:5]([OH:6])[C@H:7]1[OH:8])=[O:24]. Procedure: A mixture of 3.0 g of L-arabinose, 4.3 g of benzylamine and 10 ml of methanol is heated at 60° C. for one hour under stirring. After the reaction, the mixture is condensed to dryness under reduced pressure and the residue is washed with ether, whereby 4.7 g of 1-benzylamino-1-deoxy-L-arabinose are obtained as a crude product. 4.7 g of said crude product are dissolved in 30 ml of methanol, and a solution of 2.5 g of 2-chloroethyl isocyanate in 10 ml of tetrahydrofuran is added dropwise thereto at... Reactants: C(C)(C)(C)OC(CCN1CC(OCC1)C1=CC=C(C=C1)OCC1=C(C=CC=C1Cl)Cl)=O (3-{2-[4-(2,6-Dichloro-benzyloxy)-phenyl]-morpholin-4-yl}-propionic acid tert-butyl ester), O1CCOCC1 (1,4-dioxane), ClC1=C(COC2=CC=C(C=C2)C2CN(CCO2)CCC(=O)O)C(=CC=C1)Cl (3-{2-[4-(2,6-Dichloro-benzyloxy)-phenyl]-morpholin-4-yl}-propionic acid). The solvent is solution, Cl (HCl). Reaction conditions: time 8 hour. Product: Cl.ClC1=C(COC2=CC=C(C=C2)C2CN(CCO2)CCC(=O)O)C(=CC=C1)Cl (3-{2-[4-(2,6-Dichloro-benzyloxy)-phenyl]-morpholin-4-yl}-propionic acid hydrochloride). RXN SMILES: [Cl:1]C1C=CC=C(Cl)C=1COC1C=CC(C2OCCN(CCC(O)=O)C2)=CC=1.C([O:32][C:33](=[O:58])[CH2:34][CH2:35][N:36]1[CH2:41][CH2:40][O:39][CH:38]([C:42]2[CH:47]=[CH:46][C:45]([O:48][CH2:49][C:50]3[C:55]([Cl:56])=[CH:54][CH:53]=[CH:52][C:51]=3[Cl:57])=[CH:44][CH:43]=2)[CH2:37]1)(C)(C)C.O1CCOCC1>Cl>[ClH:1].[Cl:56][C:55]1[CH:54]=[CH:53][CH:52]=[C:51]([Cl:57])[C:50]=1[CH2:49][O:48][C:45]1[CH:44]=[CH:43][C:42]([CH:38]2[O:39][CH2:40][CH2:41][N:36]([CH2:35][CH2:34][C:33]([OH:58])=[O:32])[CH2:37]2)=[CH:47][CH:46]=1 |f:4.5|. Procedure: 3-{2-[4-(2,6-Dichloro-benzyloxy)-phenyl]-morpholin-4-yl}-propionic acid. 3-{2-[4-(2,6-Dichloro-benzyloxy)-phenyl]-morpholin-4-yl}-propionic acid tert-butyl ester (0.59 g; 1.27 mmol) was dissolved in a 4M solution of HCl in 1,4-dioxane (6.33 mL, 25.30 mmol) and stirred overnight at RT. Subsequently, the solvent was removed in vacuo and the residue treated with iPr2O, the precipitate was collected by filtration and dried overnight under reduced pressure to afford 3-{2-[4-(2,6-Dichloro-benzyloxy)-p...